This data is from the Open Reaction Database (ORD), a public repository of structured organic reaction records. The task is: describe an organic reaction: reactants, conditions, products, and yield Starting materials: O=Cc1cn(C(c2ccccc2)(c2ccccc2)c2ccccc2)cn1, C1CCOC1, CCOC(C)=O, CC1CCCO1, Cl. Yields the product CCOC(=O)CC(O)c1cn(C(c2ccccc2)(c2ccccc2)c2ccccc2)cn1. Reaction SMILES: [C:1]([c:2]1[cH:3][cH:4][cH:5][cH:6][cH:7]1)([c:8]1[cH:9][cH:10][cH:11][cH:12][cH:13]1)([c:14]1[cH:15][cH:16][cH:17][cH:18][cH:19]1)[n:20]1[cH:21][n:22][c:23]([CH:25]=[O:26])[cH:24]1.[CH2:40]1[O:41][CH2:42][CH2:43][CH2:44]1.[CH3:28][CH2:29][O:30][C:31]([CH3:32])=[O:33].[CH3:34][CH:35]1[CH2:36][CH2:37][CH2:38][O:39]1.[ClH:27]>>[C:1]([c:2]1[cH:3][cH:4][cH:5][cH:6][cH:7]1)([c:8]1[cH:9][cH:10][cH:11][cH:12][cH:13]1)([c:14]1[cH:15][cH:16][cH:17][cH:18][cH:19]1)[n:20]1[cH:21][n:22][c:23]([CH:25]([OH:26])[CH2:32][C:31]([O:30][CH2:29][CH3:28])=[O:33])[cH:24]1. Reactants: NC=1C(=NC=C(C1)CC1=CC=C(C=C1)F)C(=O)OCC (ethyl 3-amino-5-(4-fluorobenzyl)-2-pyridinecarboxylate), O=C1N(CCCCC1)CCC=O (3-(2-oxohexahydro-1H-azepin-1-yl)propanal). Product: FC1=CC=C(C=C1)CC=1C=C(C(=NC1)C(=O)OCC)NCCCN1C(CCCCC1)=O (ethyl 5-[(4-fluorophenyl)methyl]-3-{[3-(2-oxohexahydro-1H-azepin-1-yl)propyl]amino}-2-pyridinecarboxylate). As a reaction SMILES: [NH2:1][C:2]1[C:3]([C:16]([O:18][CH2:19][CH3:20])=[O:17])=[N:4][CH:5]=[C:6]([CH2:8][C:9]2[CH:14]=[CH:13][C:12]([F:15])=[CH:11][CH:10]=2)[CH:7]=1.[O:21]=[C:22]1[CH2:28][CH2:27][CH2:26][CH2:25][CH2:24][N:23]1[CH2:29][CH2:30][CH:31]=O>>[F:15][C:12]1[CH:11]=[CH:10][C:9]([CH2:8][C:6]2[CH:7]=[C:2]([NH:1][CH2:31][CH2:30][CH2:29][N:23]3[CH2:24][CH2:25][CH2:26][CH2:27][CH2:28][C:22]3=[O:21])[C:3]([C:16]([O:18][CH2:19][CH3:20])=[O:17])=[N:4][CH:5]=2)=[CH:14][CH:13]=1. Reported procedure: This compound was prepared from ethyl 3-amino-5-(4-fluorobenzyl)-2-pyridinecarboxylate and 3-(2-oxohexahydro-1H-azepin-1-yl)propanal using methods similar to Example 669: step 4 to provide a clear oil: 1H NMR (300 MHz, DMSO-d6) δ ppm 1.28 (t, J=7.09 Hz, 3 H), 1.47-1.58 (m, 4 H), 1.58-1.74 (m, 4 H), 2.36-2.44 (m, 2 H), 3.15 (q, J=6.74 Hz, 2 H), 3.28-3.38 (m, 4 H), 3.94 (s, 2 H), 4.26 (q, J=7.07 Hz, 2 H), 7.07-7.16 (m, 3 H), 7.27-7.34 (m, 2 H), 7.62 (t, J=5.62 Hz, 1 H), 7.77 (d, J=1.82 Hz, 1 H); E...